The task is: describe an organic reaction: reactants, conditions, products, and yield. This data is from the Open Reaction Database (ORD), a public repository of structured organic reaction records. Starting materials: Cl (HCl), CN1CCN(CC1)C1=CC=C(C=C1)NC=1N=C(C2=C(N1)C=CS2)OC=2C=C(C=CC2)NC(C=C)=O (N-(3-(2-(4-(4-methylpiperazin-1-yl)phenylamino)thieno[3,2-d]pyrimidine-4-yloxy)phenyl)acrylamide). Reagents/catalysts: [Fe] (Iron), [Fe] (iron). Run in C(C)O (ethanol), C(C)O (ethanol). Run at temperature 100 celsius, time 10 minute. Yields the product NC=1C=C(OC=2C3=C(N=C(N2)NC2=CC=C(C=C2)N2CCN(CC2)C)C=CS3)C=CC1 (4-(3-aminophenoxy)-N-(4-(4-methylpiperazin-1-yl)phenyl)thieno[3,2-d]pyrimidine-2-amine). Isolated yield 67.8%. RXN SMILES: Cl.[CH3:2][N:3]1[CH2:8][CH2:7][N:6]([C:9]2[CH:14]=[CH:13][C:12]([NH:15][C:16]3[N:17]=[C:18]([O:25][C:26]4[CH:27]=[C:28]([NH:32]C(=O)C=C)[CH:29]=[CH:30][CH:31]=4)[C:19]4[S:24][CH:23]=[CH:22][C:20]=4[N:21]=3)=[CH:11][CH:10]=2)[CH2:5][CH2:4]1>C(O)C.[Fe]>[NH2:32][C:28]1[CH:27]=[C:26]([CH:31]=[CH:30][CH:29]=1)[O:25][C:18]1[C:19]2[S:24][CH:23]=[CH:22][C:20]=2[N:21]=[C:16]([NH:15][C:12]2[CH:11]=[CH:10][C:9]([N:6]3[CH2:5][CH2:4][N:3]([CH3:2])[CH2:8][CH2:7]3)=[CH:14][CH:13]=2)[N:17]=1. Procedure: Iron (27.1 mmol) and 12 N HCl aqueous solution (2.17 mmol) were diluted with 50% ethanol aqueous solution (30 mL), followed by stirring at 100° C. for 10 min. The compound (5.42 mmol) obtained in Step 4 was dissolved in 50% ethanol aqueous solution (30 mL) and then added to the reaction flask in which iron was activated, followed by stirring at 100° C. for 1 hour. After the reaction was complete, the reaction mixture was filtered with celite to remove iron, and the filtrate was distilled under a... The reactants are C(C)(C)(C)OC(=O)N[C@H]1[C@@H](CCCC1)NC1CN(CCC1)C(=O)OCC1=CC=CC=C1 (benzyl 3-((1R,2R)-2-(tert-butoxycarbonylamino)cyclohexylamino)piperidine-1-carboxylate). The reagents and catalysts are [Pd] (Pd/C). Run in CO (MeOH), CC(=O)O (AcOH). The product is N1CC(CCC1)N[C@H]1[C@@H](CCCC1)NC(OC(C)(C)C)=O (tert-butyl (1R,2R)-2-(piperidin-3-ylamino)cyclohexylcarbamate). Yield: 85.5%. As a reaction SMILES: [C:1]([O:5][C:6]([NH:8][C@@H:9]1[CH2:14][CH2:13][CH2:12][CH2:11][C@H:10]1[NH:15][CH:16]1[CH2:21][CH2:20][CH2:19][N:18](C(OCC2C=CC=CC=2)=O)[CH2:17]1)=[O:7])([CH3:4])([CH3:3])[CH3:2]>CO.CC(O)=O.[Pd]>[NH:18]1[CH2:19][CH2:20][CH2:21][CH:16]([NH:15][C@@H:10]2[CH2:11][CH2:12][CH2:13][CH2:14][C@H:9]2[NH:8][C:6](=[O:7])[O:5][C:1]([CH3:3])([CH3:2])[CH3:4])[CH2:17]1. Reported procedure: 10% Pd/C (0.20 gm, 0.19 mmol) was added to a solution of benzyl 3-((1R,2R)-2-(tert-butoxycarbonylamino)cyclohexylamino)piperidine-1-carboxylate, (1.73 gm, 4.01 mmol) in MeOH (14.6 mL) and AcOH (1.46 mL). A H2 atmosphere was then introduced via balloon. After 1 h the reaction mixture was filtered through Celite. The catalyst was rinsed with MeOH and the filtrate was concentrated. The residue was partitioned between EtOAc and sat. NaHCO3. The aqueous phase was isolated and extracted with EtOAc. Al... Reactants: BrC=1C=NC=C(C(=O)NC=2C=NC(=CC2)C2(CCC3(OCCO3)CC2)C#N)C1 (5-bromo-N-[6-(8-cyano-1,4-dioxaspiro[4.5]dec-8-yl)pyridin-3-yl]nicotinamide), FC1=CC=C(C=C1)B(O)O (4-fluorophenylboronic acid), C([O-])([O-])=O.[Na+].[Na+] (sodium carbonate), C(C)O (ethanol). The reagents and catalysts are C1([P]([Pd][P](C2=CC=CC=C2)(C3=CC=CC=C3)C4=CC=CC=C4)(C5=CC=CC=C5)C6=CC=CC=C6)=CC=CC=C1 (bis(triphenylphosphine)palladium). Solvent: C1(=CC=CC=C1)C (toluene), O (water), O (water). Conditions: temperature 100 celsius, time 6 hour. The product is C(#N)C1(CCC2(OCCO2)CC1)C1=CC=C(C=N1)NC(C1=CN=CC(=C1)C1=CC=C(C=C1)F)=O (N-[6-(8-Cyano-1,4-dioxaspiro[4.5]dec-8-yl)pyridin-3-yl]-5-(4-fluorophenyl)nicotinamide). The yield is 15.0%. As a reaction SMILES: Br[C:2]1[CH:3]=[N:4][CH:5]=[C:6]([CH:28]=1)[C:7]([NH:9][C:10]1[CH:11]=[N:12][C:13]([C:16]2([C:26]#[N:27])[CH2:25][CH2:24][C:19]3([O:23][CH2:22][CH2:21][O:20]3)[CH2:18][CH2:17]2)=[CH:14][CH:15]=1)=[O:8].[F:29][C:30]1[CH:35]=[CH:34][C:33](B(O)O)=[CH:32][CH:31]=1.C(=O)([O-])[O-].[Na+].[Na+].C(O)C>C1(C)C=CC=CC=1.C1(C=CC=CC=1)[P](C1C=CC=CC=1)(C1C=CC=CC=1)[Pd][P](C1C=CC=CC=1)(C1C=CC=CC=1)C1C=CC=CC=1.O>[C:26]([C:16]1([C:13]2[N:12]=[CH:11][C:10]([NH:9][C:7](=[O:8])[C:6]3[CH:28]=[C:2]([C:33]4[CH:34]=[CH:35][C:30]([F:29])=[CH:31][CH:32]=4)[CH:3]=[N:4][CH:5]=3)=[CH:15][CH:14]=2)[CH2:25][CH2:24][C:19]2([O:23][CH2:22][CH2:21][O:20]2)[CH2:18][CH2:17]1)#[N:27] |f:2.3.4,^1:60,74|. Procedure: A solution of 5-bromo-N-[6-(8-cyano-1,4-dioxaspiro[4.5]dec-8-yl)pyridin-3-yl]nicotinamide (213 mg), 4-fluorophenylboronic acid (63 mg), bis(triphenylphosphine)palladium (II) dichloride (100 mg) and sodium carbonate (636 mg) in a mixture of toluene (5 ml), ethanol (1 ml) and water (1 ml) was stirred at 100° C. for six hours. After completion of the reaction, water was added and extracted with ethyl acetate. The organic layer was dried over anhydrous magnesium sulfate and concentrated. The residue... Yields the product FC1=C2C(=CNC2=CC=C1)CNC (4-Fluoro-3-(methylaminomethyl)-1H-indole). Procedure: According to the procedure of Preparation 13 (c), except substituting 4-fluoro-1H-indole-3-carboxaldehyde for the 1,3-dimethyl-1H-indole-2-carboxaldehyde, the title compound was prepared as a viscous oil: MS (ES) m/e 179 (M+H)+. The reactants are BrC=1C=CC(=NC1)NCC(=O)OC (5-bromo-2-(methoxycarbonylmethyl)aminopyridine), FC1=C2C(=CNC2=CC=C1)C=O (4-fluoro-1H-indole-3-carboxaldehyde), CN1C(=C(C2=CC=CC=C12)C)C=O (1,3-dimethyl-1H-indole-2-carboxaldehyde). As a reaction SMILES: BrC1C=C[C:5](NCC(OC)=O)=[N:6]C=1.[F:14][C:15]1[CH:23]=[CH:22][CH:21]=[C:20]2[C:16]=1[C:17]([CH:24]=O)=[CH:18][NH:19]2.CN1C2C(=CC=CC=2)C(C)=C1C=O>>[F:14][C:15]1[CH:23]=[CH:22][CH:21]=[C:20]2[C:16]=1[C:17]([CH2:24][NH:6][CH3:5])=[CH:18][NH:19]2.